describe an organic reaction: reactants, conditions, products, and yield From a dataset of the Open Reaction Database (ORD), a public repository of structured organic reaction records. Reactants: COC(=O)c1ccc(N)cc1NC(=O)c1cc(C(F)(F)F)cc(C(F)(F)F)c1, O=N[O-], [Na+], O, O=C(O)C(F)(F)F, O=S(=O)(O)O. The product is COC(=O)c1ccc(O)cc1NC(=O)c1cc(C(F)(F)F)cc(C(F)(F)F)c1. Reaction SMILES: [CH3:1][O:2][C:3]([c:4]1[c:5]([NH:11][C:12]([c:13]2[cH:14][c:15]([C:23]([F:24])([F:25])[F:26])[cH:16][c:17]([C:19]([F:20])([F:21])[F:22])[cH:18]2)=[O:27])[cH:6][c:7]([NH2:10])[cH:8][cH:9]1)=[O:28].[N:29](=[O:30])[O-:31].[Na+:32].[OH2:38].[OH:39][C:40]([C:41]([F:42])([F:43])[F:44])=[O:45].[S:33](=[O:34])(=[O:35])([OH:36])[OH:37]>>[CH3:1][O:2][C:3]([c:4]1[c:5]([NH:11][C:12]([c:13]2[cH:14][c:15]([C:23]([F:24])([F:25])[F:26])[cH:16][c:17]([C:19]([F:20])([F:21])[F:22])[cH:18]2)=[O:27])[cH:6][c:7]([OH:30])[cH:8][cH:9]1)=[O:28]. The reactants are O.[OH-].[Li+] (lithium hydroxide monohydrate), COC(C1=CC(C(=O)OC)=CC(=C1)N)=O (dimethyl-5-aminoisophthalate), CO (methanol). Procedure: One equivalent of lithium hydroxide monohydrate was added to a solution of dimethyl-5-aminoisophthalate (prepared from 5-aminoisophthalic acid, thionyl chloride and methanol) in methanol (75 ml) and water (20 ml) and stirred at room temperature for 24 hours. The cloudy solution was heated for 2 hours on a hot plate and stripped of methanol on a rotary evaporator. The residue was triturated with hydrochloric acid and then extracted into methylene chloride (2×75 ml). The combined methylene chlorid... The solvent is O (water). Run at time 24 hour. As a reaction SMILES: [OH2:1].[OH-:2].[Li+].CO[C:6](=O)[C:7]1[CH:16]=[C:15]([NH2:17])[CH:14]=[C:9]([C:10]([O:12]C)=[O:11])[CH:8]=1.[CH3:19]O>O>[NH2:17][C:15]1[CH:14]=[C:9]([CH:8]=[C:7]([CH2:6][C:19]([OH:2])=[O:1])[CH:16]=1)[C:10]([OH:12])=[O:11] |f:0.1.2|. Yields the product NC=1C=C(C(=O)O)C=C(C1)CC(=O)O (3-amino-5-carboxymethylbenzoic acid). The reactants are C1CCOC1, O=C1OC(CO)CN1c1ccc(C2=CCN(Cc3ccccc3)CC2)c(F)c1, Oc1ccon1, c1ccc(P(c2ccccc2)c2ccccc2)cc1. Product: O=C1OC(COc2ccon2)CN1c1ccc(C2=CCN(Cc3ccccc3)CC2)c(F)c1. As a reaction SMILES: [O:54]1[CH2:55][CH2:56][CH2:57][CH2:58]1.[OH:1][CH2:2][CH:3]1[CH2:4][N:5]([c:9]2[cH:10][c:11]([F:28])[c:12]([C:15]3=[CH:16][CH2:17][N:18]([CH2:21][c:22]4[cH:23][cH:24][cH:25][cH:26][cH:27]4)[CH2:19][CH2:20]3)[cH:13][cH:14]2)[C:6](=[O:8])[O:7]1.[OH:29][c:30]1[n:31][o:32][cH:33][cH:34]1.[c:35]1([P:36]([c:37]2[cH:38][cH:39][cH:40][cH:41][cH:42]2)[c:43]2[cH:44][cH:45][cH:46][cH:47][cH:48]2)[cH:49][cH:50][cH:51][cH:52][cH:53]1>>[O:1]([CH2:2][CH:3]1[CH2:4][N:5]([c:9]2[cH:10][c:11]([F:28])[c:12]([C:15]3=[CH:16][CH2:17][N:18]([CH2:21][c:22]4[cH:23][cH:24][cH:25][cH:26][cH:27]4)[CH2:19][CH2:20]3)[cH:13][cH:14]2)[C:6](=[O:8])[O:7]1)[c:30]1[n:31][o:32][cH:33][cH:34]1. The reactants are CN1N=CC(=C1C(NC1=CC=2N(C=C1)N=C(N2)C2=CC=CC=C2)=O)C(=O)O (1-methyl-5-(2-phenyl-[1,2,4]triazolo[1,5-a]pyridin-7-ylcarbamoyl)-1H-pyrazole-4-carboxylic acid), COCCCN (3-methoxypropan-1-amine), CCCP(=O)=O (propylphosphonic anhydride). Run in O1CCCC1 (tetrahydrofurane). Reaction conditions: time 20 minute. Yields the product COCCCNC(=O)C=1C=NN(C1C(=O)NC1=CC=2N(C=C1)N=C(N2)C2=CC=CC=C2)C (N4-(3-Methoxypropyl)-1-methyl-N5-(2-phenyl-[1,2,4]triazolo[1,5-a]pyridin-7-yl)-1H-pyrazole-4,5-dicarboxamide). Yield: 94.5%. As a reaction SMILES: [CH3:1][N:2]1[C:6]([C:7](=[O:24])[NH:8][C:9]2[CH:14]=[CH:13][N:12]3[N:15]=[C:16]([C:18]4[CH:23]=[CH:22][CH:21]=[CH:20][CH:19]=4)[N:17]=[C:11]3[CH:10]=2)=[C:5]([C:25](O)=[O:26])[CH:4]=[N:3]1.[CH3:28][O:29][CH2:30][CH2:31][CH2:32][NH2:33].CCCP(=O)=O>O1CCCC1>[CH3:28][O:29][CH2:30][CH2:31][CH2:32][NH:33][C:25]([C:5]1[CH:4]=[N:3][N:2]([CH3:1])[C:6]=1[C:7]([NH:8][C:9]1[CH:14]=[CH:13][N:12]2[N:15]=[C:16]([C:18]3[CH:19]=[CH:20][CH:21]=[CH:22][CH:23]=3)[N:17]=[C:11]2[CH:10]=1)=[O:24])=[O:26]. Procedure: A mixture of 1-methyl-5-(2-phenyl-[1,2,4]triazolo[1,5-a]pyridin-7-ylcarbamoyl)-1H-pyrazole-4-carboxylic acid (100 mg, 276 μmol), 3-methoxypropan-1-amine (169 μl, 1.66 mmol) and propylphosphonic anhydride (50% in ethyl acetate, 407 μl, 690 μmol) in tetrahydrofurane (7 ml) is refluxed for 18 hours. The solvent is evaporated and to the residue is added sat. aqueous sodium hydrogencarbonate solution. The mixture is stirred for 20 minutes while a white solid precipitates. The solid is collected by fi... Starting materials: CCOC(=O)CP(=O)(OCC)OCC, CN(C)C=O, [H-], [Na+], O, COc1cc(COc2ncccc2C=O)ccc1OCc1nc(-c2ccco2)oc1C. Product: CCOC(=O)C=Cc1cccnc1OCc1ccc(OCc2nc(-c3ccco3)oc2C)c(OC)c1. RXN SMILES: [CH3:32][CH2:33][O:34][C:35](=[O:36])[CH2:37][P:38]([O:39][CH2:40][CH3:41])([O:42][CH2:43][CH3:44])=[O:45].[CH3:46][N:47]([CH3:48])[CH:49]=[O:50].[H-:51].[Na+:52].[OH2:53].[o:1]1[c:2](-[c:6]2[o:7][c:8]([CH3:31])[c:9]([CH2:11][O:12][c:13]3[c:14]([O:29][CH3:30])[cH:15][c:16]([CH2:17][O:18][c:19]4[n:20][cH:21][cH:22][cH:23][c:24]4[CH:25]=[O:26])[cH:27][cH:28]3)[n:10]2)[cH:3][cH:4][cH:5]1>>[o:1]1[c:2](-[c:6]2[o:7][c:8]([CH3:31])[c:9]([CH2:11][O:12][c:13]3[c:14]([O:29][CH3:30])[cH:15][c:16]([CH2:17][O:18][c:19]4[n:20][cH:21][cH:22][cH:23][c:24]4[CH:25]=[CH:37][C:35]([O:34][CH2:33][CH3:32])=[O:36])[cH:27][cH:28]3)[n:10]2)[cH:3][cH:4][cH:5]1. The reactants are CS(=O)(=O)Cl (methanesulfonyl chloride), CCN(C(C)C)C(C)C (iPr2NEt), C1(CC1)NC(=O)NC1=CC(=C(C=C1)OC1=C2C(=NC=C1)C=C(S2)C=2N(C(=CN2)CNCCOC)C)F (1-Cyclopropyl-3-(3-fluoro-4-(2-(5-((2-methoxyethylamino)methyl)-1-methyl-1H-imidazol-2-yl)thieno[3,2-b]pyridin-7-yloxy)phenyl)urea). Run in CCOC(=O)C (EtOAc), C(Cl)Cl (DCM). Reaction conditions: time 3 hour. Product: C1(CC1)NC(NC1=CC(=C(OC2=C3C(=NC=C2)C=C(S3)C=3N(C(=CN3)CN(S(=O)(=O)C)CCOC)C)C=C1)F)=O (N-((2-(7-(4-(3-Cyclopropylureido)-2-fluorophenoxy)thieno[3,2-b]pyridin-2-yl)-1-methyl-1H-imidazol-5-yl)methyl)-N-(2-methoxyethyl)methanesulfonamide). Yield: 48.5%. RXN SMILES: [CH:1]1([NH:4][C:5]([NH:7][C:8]2[CH:13]=[CH:12][C:11]([O:14][C:15]3[CH:20]=[CH:19][N:18]=[C:17]4[CH:21]=[C:22]([C:24]5[N:25]([CH3:35])[C:26]([CH2:29][NH:30][CH2:31][CH2:32][O:33][CH3:34])=[CH:27][N:28]=5)[S:23][C:16]=34)=[C:10]([F:36])[CH:9]=2)=[O:6])[CH2:3][CH2:2]1.[CH3:37][S:38](Cl)(=[O:40])=[O:39].CCN(C(C)C)C(C)C>C(Cl)Cl.CCOC(C)=O>[CH:1]1([NH:4][C:5](=[O:6])[NH:7][C:8]2[CH:13]=[CH:12][C:11]([O:14][C:15]3[CH:20]=[CH:19][N:18]=[C:17]4[CH:21]=[C:22]([C:24]5[N:25]([CH3:35])[C:26]([CH2:29][N:30]([CH2:31][CH2:32][O:33][CH3:34])[S:38]([CH3:37])(=[O:40])=[O:39])=[CH:27][N:28]=5)[S:23][C:16]=34)=[C:10]([F:36])[CH:9]=2)[CH2:3][CH2:2]1. Procedure: To a suspension of the amine 348 (61 mg, 0.119 mmol) in DCM (5 ml) was added methanesulfonyl chloride (20.53 mg, 1.5 eq, 0.179 mmol) and iPr2NEt (46.3 mg, 3 eq, 0.358 mmol) and the reaction mixture was stirred at RT for 3 hours. The mixture was diluted with EtOAc then washed with saturated NH4Cl solution, saturated NaHCO3 solution and brine. The organic phase was collected, dried over Na2SO4, filtered and concentrated. The residue was purified by column chromatography (eluent 25% MeOH in EtOAc) ... Reactants: CC1(N=CC2=C3C(C(CC2C1=O)=O)=NC(=N3)C3=C(C=C(C=C3)SC)OC)C (7,7-dimethyl-2-(2-methoxy-4-methylmercapto-phenyl)-5H,7H-imidazo[4,5-h]isoquinoline-4,6-dione), OO (hydrogen peroxide), OO (hydrogen peroxide). Solvent: O (water), N (ammonia), C(C)(=O)O (acetic acid). Conditions: time 50 hour. Yields the product CC1(N=CC2=C3C(C(CC2C1=O)=O)=NC(=N3)C3=C(C=C(C=C3)S(=O)C)OC)C (7,7-Dimethyl-2-(2-methoxy-4-methylsulfinyl-phenyl)-5H,7H-imidazo[4,5-h]isoquinoline-4,6-dione). Reaction SMILES: [CH3:1][C:2]1([CH3:27])[C:11](=[O:12])[CH:10]2[C:5](=[C:6]3[N:16]=[C:15]([C:17]4[CH:22]=[CH:21][C:20]([S:23][CH3:24])=[CH:19][C:18]=4[O:25][CH3:26])[N:14]=[C:7]3[C:8](=[O:13])[CH2:9]2)[CH:4]=[N:3]1.[OH:28]O>C(O)(=O)C.O.N>[CH3:1][C:2]1([CH3:27])[C:11](=[O:12])[CH:10]2[C:5](=[C:6]3[N:16]=[C:15]([C:17]4[CH:22]=[CH:21][C:20]([S:23]([CH3:24])=[O:28])=[CH:19][C:18]=4[O:25][CH3:26])[N:14]=[C:7]3[C:8](=[O:13])[CH2:9]2)[CH:4]=[N:3]1. Procedure details: 5.1 gm of 7,7-dimethyl-2-(2-methoxy-4-methylmercapto-phenyl)-5H,7H-imidazo[4,5-h]isoquinoline-4,6-dione were reacted in 100 ml of 70% acetic acid with 1.7 gm of 30% hydrogen peroxide, and the mixture was allowed to stand for 50 hours at room temperature (the first 3 hours while stirring). After 18 and again after 26 hours 1.3 gm of 30% hydrogen peroxide were added. The reaction mixture was then diluted with water, and ammonia was added until alkaline reaction. The precipitate was suction-filtere...